Dataset: the Open Reaction Database (ORD), a public repository of structured organic reaction records. Task: describe an organic reaction: reactants, conditions, products, and yield The reactants are O=C(CBr)c1ccc(Cl)cc1, CO, O=C[O-], [K+]. The product is O=C(CO)c1ccc(Cl)cc1. Reaction SMILES: [Br:1][CH2:2][C:3](=[O:4])[c:5]1[cH:6][cH:7][c:8]([Cl:11])[cH:9][cH:10]1.[CH3:16][OH:17].[CH:12](=[O:13])[O-:14].[K+:15]>>[CH2:2]([C:3](=[O:4])[c:5]1[cH:6][cH:7][c:8]([Cl:11])[cH:9][cH:10]1)[OH:13]. Product: COC(C)(CCC=C)C (2-methoxy-2-methylhex-5-ene). As a reaction SMILES: [H-].[Na+].[CH3:3][C:4]([OH:10])([CH2:6][CH2:7][CH:8]=[CH2:9])[CH3:5].[CH3:11]OS(OC)(=O)=O>O1CCCC1>[CH3:11][O:10][C:4]([CH3:5])([CH2:6][CH2:7][CH:8]=[CH2:9])[CH3:3] |f:0.1|. Solvent: O1CCCC1 (tetrahydrofuran), O1CCCC1 (tetrahydrofuran), O1CCCC1 (tetrahydrofuran). Reaction conditions: temperature 0 celsius. Procedure: To a stirred suspension of sodium hydride (46.8 g of a 60% oil dispersion, 1.15 mol) in tetrahydrofuran (240 mL) was added 2-methylhex-5-en-2-ol (120 g, 1.05 mol) in tetrahydrofuran (240 mL). Dimethylsulfate (75 mL, 0.79 mol) in tetrahydrofuran (120 mL) was added to the cooled (0° C.) mixture. The mixture was heated at reflux for 6 hours. Workup yielded 2-methoxy-2-methylhex-5-ene, bp40 53°-58° C. (51.36 g); NMR(CDCl3)δ1.1(s,6H), 1.5-1.6(m,2H), 2.0-2.2(m,2H), 3.2(s,3H), 4.8-5.1(m,2H), 5.7-6.0(m,... The reactants are CC(C)(CCC=C)O (2-methylhex-5-en-2-ol), COS(=O)(=O)OC (Dimethylsulfate), [H-].[Na+] (sodium hydride), oil. Starting materials: COC(=O)C(C)Oc1ccc([N+](=O)[O-])cc1, Cl. Product: CC(Oc1ccc([N+](=O)[O-])cc1)C(=O)O. As a reaction SMILES: [CH3:1][O:2][C:3]([CH:4]([CH3:5])[O:6][c:7]1[cH:8][cH:9][c:10]([N+:13](=[O:14])[O-:15])[cH:11][cH:12]1)=[O:16].[ClH:17]>>[O:2]=[C:3]([CH:4]([CH3:5])[O:6][c:7]1[cH:8][cH:9][c:10]([N+:13](=[O:14])[O-:15])[cH:11][cH:12]1)[OH:16]. The reactants are C(=O)(O)[O-].[Na+] (NaHCO3), CSC=1C=C(C=C(C1)F)C(=O)C=1SC=CN1 ((3-Methylthio-5-fluorophenyl)(thiazol-2-yl)methanone), magnesium salt, C1=CC(=C(C(=C1)OO)C(=O)O)C(=O)O (monoperoxyphthalic acid). Run in CO (MeOH), C(Cl)Cl (CH2Cl2). Run at temperature 0 celsius, time 1.25 hour. Product: CS(=O)C=1C=C(C=C(C1)F)C(=O)C=1SC=CN1 ((3-Methylsulfinyl-5-fluorophenyl)(thiazol-2-yl)methanone). Isolated yield 144.4%. RXN SMILES: [CH3:1][S:2][C:3]1[CH:4]=[C:5]([C:10]([C:12]2[S:13][CH:14]=[CH:15][N:16]=2)=[O:11])[CH:6]=[C:7]([F:9])[CH:8]=1.C1C=C([O:23]O)C(C(O)=O)=C(C(O)=O)C=1.C([O-])(O)=O.[Na+]>CO.C(Cl)Cl>[CH3:1][S:2]([C:3]1[CH:4]=[C:5]([C:10]([C:12]2[S:13][CH:14]=[CH:15][N:16]=2)=[O:11])[CH:6]=[C:7]([F:9])[CH:8]=1)=[O:23] |f:2.3|. Reported procedure: To a solution of sulfide from Step 1 (0.76 g, 2.99 mmol) in MeOH (1.5 mL) and CH2Cl2 (6 mL) at 0° C. was added the magnesium salt of monoperoxyphthalic acid (1.11 g, 1.80 mmol). The mixture was stirred at 0° C. for 1.25 h and then sat. aqueous NaHCO3 was added. The layers were separated and the aqueous phase was extracted with CH2Cl2. The combined organic layers were washed with H2O and dried over anhydrous MgSO4. Evaporation of the solvent and chromatography using toluene:EtOAc (25:75) gave 0.7... The reactants are N([C@@H](CC(C)C)C(=O)N[C@H](CC1=CN(C2=CC=CC=C12)C)C(=O)OCC1=CC=CC=C1)C(=O)CC1=CC=CC=C1 (N-phenylacetyl-L-Leu-D-Trp(CH3)-OBzl), C(C)(=O)O (acetic acid), CN(C)C=O (DMF), [H][H] (hydrogen). The reagents and catalysts are [Pd] (palladium on activated carbon). Solvent: CO (methanol). Product: N([C@@H](CC(C)C)C(=O)N[C@H](CC1=CN(C2=CC=CC=C12)C)C(=O)O)C(=O)CC1=CC=CC=C1 (N-phenylacetyl-L-Leu-D-Trp(CH3)-OH). Isolated yield 95.4%. As a reaction SMILES: [NH:1]([C:32]([CH2:34][C:35]1[CH:40]=[CH:39][CH:38]=[CH:37][CH:36]=1)=[O:33])[C@H:2]([C:7]([NH:9][C@@H:10]([C:22]([O:24]CC1C=CC=CC=1)=[O:23])[CH2:11][C:12]1[C:20]2[C:15](=[CH:16][CH:17]=[CH:18][CH:19]=2)[N:14]([CH3:21])[CH:13]=1)=[O:8])[CH2:3][CH:4]([CH3:6])[CH3:5].C(O)(=O)C.CN(C=O)C.[H][H]>CO.[Pd]>[NH:1]([C:32]([CH2:34][C:35]1[CH:36]=[CH:37][CH:38]=[CH:39][CH:40]=1)=[O:33])[C@H:2]([C:7]([NH:9][C@@H:10]([C:22]([OH:24])=[O:23])[CH2:11][C:12]1[C:20]2[C:15](=[CH:16][CH:17]=[CH:18][CH:19]=2)[N:14]([CH3:21])[CH:13]=1)=[O:8])[CH2:3][CH:4]([CH3:6])[CH3:5]. Procedure details: To a solution of N-phenylacetyl-L-Leu-D-Trp(CH3)-OBzl (5.9 g) in a mixture of methanol (60 ml), acetic acid (60 ml) and DMF (100 ml) was added 10% palladium on activated carbon (0.6 g). The mixture was stirred for 5 hours at 3 atmospheric pressure of hydrogen at room temperature. The solution was filtered and the filtrate was concentrated in vacuo. The residue was triturated with ether-ethyl acetate to give N-phenylacetyl-L-Leu-D-Trp(CH3)-OH (4.69 g).